Dataset: the Open Reaction Database (ORD), a public repository of structured organic reaction records. Task: describe an organic reaction: reactants, conditions, products, and yield The reactants are [H-].[Na+] (NaH), C(C1=CC=CC=C1)OC=1C=C2C=CNC2=CC1 (5-benzyloxyindole), BrC(C)CCC (2-bromopentane). Conditions: temperature -78 celsius, time 30 minute. Yields the product C(C1=CC=CC=C1)OC=1C=C2C=CN(C2=CC1)C(C)CCC (5-(benzyloxy)-1-(pentan-2-yl)-1H-indole). Yield: 29.7%. As a reaction SMILES: [H-].[Na+].[CH2:3]([O:10][C:11]1[CH:12]=[C:13]2[C:17](=[CH:18][CH:19]=1)[NH:16][CH:15]=[CH:14]2)[C:4]1[CH:9]=[CH:8][CH:7]=[CH:6][CH:5]=1.Br[CH:21]([CH2:23][CH2:24][CH3:25])[CH3:22]>>[CH2:3]([O:10][C:11]1[CH:12]=[C:13]2[C:17](=[CH:18][CH:19]=1)[N:16]([CH:21]([CH2:23][CH2:24][CH3:25])[CH3:22])[CH:15]=[CH:14]2)[C:4]1[CH:5]=[CH:6][CH:7]=[CH:8][CH:9]=1 |f:0.1|. Procedure details: 95% NaH (2.15 g, 89.0 mmol) and 5-benzyloxyindole (7) (10.0 g, 44.8 mmol) were added to a schlenk vessel, and the system was evacuated and refilled with nitrogen three times before being cooled to −78° C. DMF (100 mL) was added and the vessel was then cooled with an ice/water bath and kept stirring for another 30 min. 2-Bromopentane (2) (10.2 g, 67.2 mmol) was added dropwise and the resulting mixture was warmed to room temperature slowly and kept stirring overnight. The solvent was removed in va...